This data is from the Open Reaction Database (ORD), a public repository of structured organic reaction records. The task is: describe an organic reaction: reactants, conditions, products, and yield The reactants are ClC1=CC=C(C=C1)C(CCN(CCN)C)C1=NC=CC=C1 (N-[3-(4-chlorophenyl)-3-(2-pyridyl)propyl]-N-methyl-1,2-ethanediamine), C(#N)NC(OC1=CC=CC=C1)=NCCCOC1=CC(=CC=C1)CN1CCCCC1 (N-cyano-O-phenyl-N'-[3-[3-(piperidinomethyl)phenoxy]propyl]isourea). Solvent: C(C)(=O)OCC (ethyl acetate). Product: ClC1=CC=C(C=C1)C(CCN(C)CCNC(=NCCCOC1=CC(=CC=C1)CN1CCCCC1)NC#N)C1=NC=CC=C1 (N-[2-[N-[3-(4-chlorophenyl)-3-(2-pyridyl)propyl]-N-methylamino]ethyl]-N'-cyano-N"-[3-[3-(piperidinomethyl)phenoxy]propyl]guanidine). RXN SMILES: [Cl:1][C:2]1[CH:7]=[CH:6][C:5]([CH:8]([C:16]2[CH:21]=[CH:20][CH:19]=[CH:18][N:17]=2)[CH2:9][CH2:10][N:11]([CH3:15])[CH2:12][CH2:13][NH2:14])=[CH:4][CH:3]=1.[C:22]([NH:24][C:25](=[N:33][CH2:34][CH2:35][CH2:36][O:37][C:38]1[CH:43]=[CH:42][CH:41]=[C:40]([CH2:44][N:45]2[CH2:50][CH2:49][CH2:48][CH2:47][CH2:46]2)[CH:39]=1)OC1C=CC=CC=1)#[N:23]>C(OCC)(=O)C>[Cl:1][C:2]1[CH:7]=[CH:6][C:5]([CH:8]([C:16]2[CH:21]=[CH:20][CH:19]=[CH:18][N:17]=2)[CH2:9][CH2:10][N:11]([CH2:12][CH2:13][NH:14][C:25]([NH:24][C:22]#[N:23])=[N:33][CH2:34][CH2:35][CH2:36][O:37][C:38]2[CH:43]=[CH:42][CH:41]=[C:40]([CH2:44][N:45]3[CH2:50][CH2:49][CH2:48][CH2:47][CH2:46]3)[CH:39]=2)[CH3:15])=[CH:4][CH:3]=1. Procedure: Preparation is effected analogously to Example 1, using 0.7 g (2.3 mmol) of N-[3-(4-chlorophenyl)-3-(2-pyridyl)propyl]-N-methyl-1,2-ethanediamine and 0.85 g (2.2 mmol) of N-cyano-O-phenyl-N'-[3-[3-(piperidinomethyl)phenoxy]propyl]isourea as starting materials. Working up by chromatography (eluant: ethyl acetate) analogously to Example 1 yields the purified title compound in the form of a viscous oil; MS (+FAB-method): m/z (rel. int.[%])=602 ([M+H]+, 5), 230 (100); IR (KBr): 2165 cm-1 (C≡N). For ... Starting materials: CO, CCOC(=O)COC(C)(C)C#Cc1ccc2c(=O)c(C(=O)NC)c(N)n(CC)c2n1, N. The product is CCn1c(N)c(C(=O)NC)c(=O)c2ccc(C#CC(C)(C)OCC(N)=O)nc21. As a reaction SMILES: [CH3:32][OH:33].[NH2:1][c:2]1[c:3]([C:27]([NH:28][CH3:29])=[O:30])[c:4](=[O:26])[c:5]2[cH:6][cH:7][c:8]([C:14]#[C:15][C:16]([CH3:17])([CH3:18])[O:19][CH2:20][C:21]([O:23][CH2:22][CH3:24])=[O:25])[n:9][c:10]2[n:11]1[CH2:12][CH3:13].[NH3:31]>>[NH2:1][c:2]1[c:3]([C:27]([NH:28][CH3:29])=[O:30])[c:4](=[O:26])[c:5]2[cH:6][cH:7][c:8]([C:14]#[C:15][C:16]([CH3:17])([CH3:18])[O:19][CH2:20][C:21](=[O:23])[NH2:31])[n:9][c:10]2[n:11]1[CH2:12][CH3:13].